This data is from the Open Reaction Database (ORD), a public repository of structured organic reaction records. The task is: describe an organic reaction: reactants, conditions, products, and yield The reactants are NC=1C=C(C(=O)O)C=C(C1OC1=CC=CC=C1)S(N)(=O)=O (3-amino-4-phenoxy-5-sulfamylbenzoic acid), BrC\C=C\CBr (1,4-trans-dibromo-2-butene). The solvent is O1CCOCC1 (dioxane), O (water). Yields the product BrC/C=C/CNC=1C=C(C(=O)O)C=C(C1OC1=CC=CC=C1)S(N)(=O)=O (3-(4-Bromo-trans-2-butenylamino)-4-phenoxy-5-sulfamylbenzoic acid). As a reaction SMILES: [NH2:1][C:2]1[CH:3]=[C:4]([CH:8]=[C:9]([S:18](=[O:21])(=[O:20])[NH2:19])[C:10]=1[O:11][C:12]1[CH:17]=[CH:16][CH:15]=[CH:14][CH:13]=1)[C:5]([OH:7])=[O:6].[Br:22][CH2:23]/[CH:24]=[CH:25]/[CH2:26]Br>O1CCOCC1.O>[Br:22][CH2:23]/[CH:24]=[CH:25]/[CH2:26][NH:1][C:2]1[CH:3]=[C:4]([CH:8]=[C:9]([S:18](=[O:21])(=[O:20])[NH2:19])[C:10]=1[O:11][C:12]1[CH:17]=[CH:16][CH:15]=[CH:14][CH:13]=1)[C:5]([OH:7])=[O:6]. Reported procedure: A solution of 3-amino-4-phenoxy-5-sulfamylbenzoic acid (2 g) and 1,4-trans-dibromo-2-butene (3.2 g) in dioxane (35 ml) was heated to reflux overnight. The solvent was removed under reduced pressure and the dark, gummy residue was chromatographed on a silica gel column using chloroform/benzene/acetic acid/methanol (80:10:10:2.5) as the eluting solvent. The fractions containing the product were combined and concentrated leaving an acetic acid solution of it. This was diluted with water to give a c... Reactants: [H-].[Na+] (sodium hydride), N1N=CC=C1 (1H-pyrazole), O (Water), CN(S(=O)(=O)Cl)C (Dimethylsulfamoyl chloride). Run in C1CCOC1 (THF), C1CCOC1 (THF). Reaction conditions: time 30 minute. The product is CN(S(=O)(=O)N1N=CC=C1)C (N,N-dimethyl-1H-pyrazole-1-sulfonamide). RXN SMILES: [H-].[Na+].[NH:3]1[CH:7]=[CH:6][CH:5]=[N:4]1.[CH3:8][N:9]([CH3:14])[S:10](Cl)(=[O:12])=[O:11].O>C1COCC1>[CH3:8][N:9]([CH3:14])[S:10]([N:3]1[CH:7]=[CH:6][CH:5]=[N:4]1)(=[O:12])=[O:11] |f:0.1|. Reported procedure: To a solution of sodium hydride (5.2 g, 130 mmol, 60% in mineral oil) in anhydrous THF (50 mL) was added a solution of 1H-pyrazole (5.92 g, 87 mmol) in anhydrous THF (100 mL) at 0° C. The mixture was stirred for 30 minutes at room temperature. Dimethylsulfamoyl chloride (13.9 mL, 130 mmol) was added at 0° C., and then the mixture was stirred for 1.5 hours at room temperature. Water was added, and the mixture was extracted 3 times with ethyl acetate. The organic phase was washed with brine and dr... Reactants: CC1(OB(OC1(C)C)C=1C=NC=C(C(=O)OCC)C1)C (ethyl 5-(4,4,5,5-tetramethyl-1,3,2-dioxaborolan-2-yl)nicotinate), BrC1=CC=C(O1)C=O (5-bromofuran-2-carbaldehyde), C(=O)([O-])[O-].[Cs+].[Cs+] (Cs2CO3). The reagents and catalysts are C1=CC=C(C=C1)P([C-]2C=CC=C2)C3=CC=CC=C3.C1=CC=C(C=C1)P([C-]2C=CC=C2)C3=CC=CC=C3.Cl[Pd]Cl.[Fe+2] (PdCl2(dppf)). Solvent: O (H2O), O.O1CCOCC1 (H2O dioxane). The product is C(=O)C1=CC=C(O1)C=1C=NC=C(C(=O)OCC)C1 (ethyl 5-(5-formylfuran-2-yl)nicotinate). The yield is 100.2%. As a reaction SMILES: CC1(C)C(C)(C)OB([C:9]2[CH:10]=[N:11][CH:12]=[C:13]([CH:19]=2)[C:14]([O:16][CH2:17][CH3:18])=[O:15])O1.Br[C:22]1[O:26][C:25]([CH:27]=[O:28])=[CH:24][CH:23]=1.C([O-])([O-])=O.[Cs+].[Cs+]>O.O1CCOCC1.O.C1C=CC(P(C2C=CC=CC=2)[C-]2C=CC=C2)=CC=1.C1C=CC(P(C2C=CC=CC=2)[C-]2C=CC=C2)=CC=1.Cl[Pd]Cl.[Fe+2]>[CH:27]([C:25]1[O:26][C:22]([C:9]2[CH:10]=[N:11][CH:12]=[C:13]([CH:19]=2)[C:14]([O:16][CH2:17][CH3:18])=[O:15])=[CH:23][CH:24]=1)=[O:28] |f:2.3.4,5.6,8.9.10.11|. Procedure: A solution of ethyl 5-(4,4,5,5-tetramethyl-1,3,2-dioxaborolan-2-yl)nicotinate (570 mg, 2.06 mmol), 5-bromofuran-2-carbaldehyde (300 mg, 1.71 mmol), Cs2CO3 (1.125 g, 3.46 mmol) and PdCl2(dppf) (65 mg, 0.09 mmol) in H2O/dioxane (5%, 10 mL) was heated at reflux for 15 min. The reaction mixture was cooled to rt and diluted with H2O (100 mL). The resulting precipitate was collected by filtration to yield the desired ethyl 5-(5-formylfuran-2-yl)nicotinate (420 mg). LCMS (ES): m/z 246 [M+1]+. Reactants: ICC(=O)OCC (ethyl iodoacetate), FeSO4.7H2O, OO (hydrogen peroxide), OO (hydrogen peroxide), [N+](=O)([O-])C1=C(C=CC=C1)N1C=CC=C1 (1-(2-nitrophenyl)pyrrole), ICC(=O)OCC (ethyl iodoacetate), FeSO4.7H2O. Solvent: CS(=O)C (dimethyl sulfoxide), O (water). Reaction conditions: time 1 day. Product: [N+](=O)([O-])C1=C(C=CC=C1)N1C(=CC=C1)CC(=O)OCC (1-(2-Nitrophenyl)-2-pyrroleacetic acid, ethyl ester). Isolated yield 10.9%. As a reaction SMILES: [N+:1]([C:4]1[CH:9]=[CH:8][CH:7]=[CH:6][C:5]=1[N:10]1[CH:14]=[CH:13][CH:12]=[CH:11]1)([O-:3])=[O:2].I[CH2:16][C:17]([O:19][CH2:20][CH3:21])=[O:18].OO>CS(C)=O.O>[N+:1]([C:4]1[CH:9]=[CH:8][CH:7]=[CH:6][C:5]=1[N:10]1[CH:14]=[CH:13][CH:12]=[C:11]1[CH2:16][C:17]([O:19][CH2:20][CH3:21])=[O:18])([O-:3])=[O:2]. Procedure details: To a stirred mixture of 1.88 g of 1-(2-nitrophenyl)pyrrole, 4.80 g of ethyl iodoacetate and 2.22 g of FeSO4.7H2O in 40 ml of dimethyl sulfoxide is added dropwise 10 ml of 30% hydrogen peroxide while keeping the reaction mixture at room temperature with a cold water bath. The mixture is stirred at room temperature for one day. An additional 2.4 g of ethyl iodoacetate, 1.1 g of FeSO4.7H2O and 5 ml of 30% hydrogen peroxide is added and the mixture stirred at room temperature for 1 day. The mixture ... The reactants are C(C=C)(=O)O (acrylic acid), [OH-].[K+] (KOH), C(C=CC(=O)N)C=CC(=O)N (methylenebisacrylamide), C(C=C)(=O)N (acrylamide), C(C=C)(=O)O (acrylic acid). Solvent: O (water). Yields the product C=CC1=CC=CC=C1.C1=CC(=O)OC1=O (styrene-maleic anhydride resin). As a reaction SMILES: [C:1]([OH:5])(=[O:4])[CH:2]=[CH2:3].[C:6](N)(=[O:9])C=C.[OH-].[K+].[CH2:13]([CH:19]=[CH:20]C(N)=O)[CH:14]=[CH:15]C(N)=O>O>[CH2:3]=[CH:2][C:1]1[CH:20]=[CH:19][CH:13]=[CH:14][CH:15]=1.[CH:3]1[C:6](=[O:9])[O:5][C:1](=[O:4])[CH:2]=1 |f:2.3,6.7|. Reported procedure: 20 kg. of acrylic acid and 6 kg. of acrylamide are dissolved in 9.5 kg. of distilled water and the acrylic acid is partially neutralized with 12 kg. of KOH. 0.036 kg. of methylenebisacrylamide as a polyvinyl monomer was added as well as 4 kg. of styrene-maleic anhydride resin (3:1 ratio) to provide an aqueous mixed monomer solution. The mixed monomer solution is mixed with 0.28 kg. of 2,2'-azobisisobutyronitrile, dissolved in 2 kg. of acetone as a polymerization initiator. This mixture at a temp...